From a dataset of the Open Reaction Database (ORD), a public repository of structured organic reaction records. describe an organic reaction: reactants, conditions, products, and yield Reactants: CC(C(=O)O)N1OCC(O)C(N=[N+]=[N-])C1=O, CCOC(C)=O. Yields the product CC(C(=O)O)N1OCC(O)C(N)C1=O. Reaction SMILES: [C:1](=[O:2])([OH:3])[CH:4]([CH3:5])[N:6]1[O:7][CH2:8][CH:9]([OH:16])[CH:10]([N:13]=[N+:14]=[N-:15])[C:11]1=[O:12].[CH3:17][CH2:18][O:19][C:20]([CH3:21])=[O:22]>>[C:1](=[O:2])([OH:3])[CH:4]([CH3:5])[N:6]1[O:7][CH2:8][CH:9]([OH:16])[CH:10]([NH2:13])[C:11]1=[O:12]. Reactants: COC(=O)C1=CC2=C(N(C(=N2)NC2=C(C(=CC=C2Cl)CNC(C(C)(C)C)=O)Cl)C)C=C1N1CC(CC1)(F)F (2-{2,6-dichloro-3-[(2,2-dimethyl-propionylamino)-methyl]-phenylamino}-6-[3,3-difluoro-pyrrolidinyl]-1-methyl-1H-benzimidazole-5-carboxylic acid methyl ester), [OH-].[Na+] (NaOH). The solvent is CCO (EtOH). Conditions: temperature 50 celsius, time 2 hour. Yields the product ClC1=C(C(=CC=C1CNC(C(C)(C)C)=O)Cl)NC1=NC2=C(N1C)C=C(C(=C2)C(=O)O)N2CC(CC2)(F)F (2-{2,6-Dichloro-3-[(2,2-dimethyl-propionylamino)-methyl]-phenylamino}-6-[3,3-difluoro-pyrrolidinyl]-1-methyl-1H-benzimidazole-5-carboxylic acid). As a reaction SMILES: C[O:2][C:3]([C:5]1[C:31]([N:32]2[CH2:36][CH2:35][C:34]([F:38])([F:37])[CH2:33]2)=[CH:30][C:8]2[N:9]([CH3:29])[C:10]([NH:12][C:13]3[C:18]([Cl:19])=[CH:17][CH:16]=[C:15]([CH2:20][NH:21][C:22](=[O:27])[C:23]([CH3:26])([CH3:25])[CH3:24])[C:14]=3[Cl:28])=[N:11][C:7]=2[CH:6]=1)=[O:4].[OH-].[Na+]>CCO>[Cl:28][C:14]1[C:15]([CH2:20][NH:21][C:22](=[O:27])[C:23]([CH3:26])([CH3:25])[CH3:24])=[CH:16][CH:17]=[C:18]([Cl:19])[C:13]=1[NH:12][C:10]1[N:9]([CH3:29])[C:8]2[CH:30]=[C:31]([N:32]3[CH2:36][CH2:35][C:34]([F:37])([F:38])[CH2:33]3)[C:5]([C:3]([OH:4])=[O:2])=[CH:6][C:7]=2[N:11]=1 |f:1.2|. Procedure: A mixture of 2-{2,6-dichloro-3-[(2,2-dimethyl-propionylamino)-methyl]-phenylamino}-6-[3,3-difluoro-pyrrolidinyl]-1-methyl-1H-benzimidazole-5-carboxylic acid methyl ester (2.37 g, 4.17 mmol), 2 N NaOH-solution (9.8 ml) and EtOH (20 ml) is stirred for 1 h at rt and for 2 h at 50° C. and concentrated. Water is added and it is filtered. The filtrate is acidified with 4N HCl (pH 5) and the precipitate is filtered, washed with water and dried. Reactants: C(C)(=O)[O-].[Na+] (sodium acetate), ClC=1N=C(C2=C(N1)SC(=C2)C=O)N2CCOCC2 (2-chloro-4-morpholinothieno[2,3-d]pyrimidine-6-carbaldehyde), [Cl-].CS(=O)(=O)N1CC[NH2+]CC1 (4-(methylsulfonyl)piperazin-1-ium chloride), C(OC)(OC)OC (trimethyl orthoformate), Cl.CS(=O)(=O)N1CCNCC1 (1-(methylsulfonyl)piperazine hydrochloride), C(C)(=O)O[BH-](OC(C)=O)OC(C)=O.[Na+] (sodium triacetoxyborohydride). Solvent: ClCCCl (1,2-dichloroethane). The product is ClC=1N=C(C2=C(N1)SC(=C2)CN2CCN(CC2)S(=O)(=O)C)N2CCOCC2 (4-(2-chloro-6-((4-(methylsulfonyl)piperazin-1-yl)methyl)thieno[2,3-d]pyrimidin-4-yl)morpholine). RXN SMILES: [Cl:1][C:2]1[N:3]=[C:4]([N:13]2[CH2:18][CH2:17][O:16][CH2:15][CH2:14]2)[C:5]2[CH:10]=[C:9]([CH:11]=O)[S:8][C:6]=2[N:7]=1.[Cl-].[CH3:20][S:21]([N:24]1[CH2:29][CH2:28][NH2+:27][CH2:26][CH2:25]1)(=[O:23])=[O:22].C([O-])(=O)C.[Na+].C(OC)(OC)OC.C(O[BH-](OC(=O)C)OC(=O)C)(=O)C.[Na+]>ClCCCl>[Cl:1][C:2]1[N:3]=[C:4]([N:13]2[CH2:18][CH2:17][O:16][CH2:15][CH2:14]2)[C:5]2[CH:10]=[C:9]([CH2:11][N:27]3[CH2:28][CH2:29][N:24]([S:21]([CH3:20])(=[O:23])=[O:22])[CH2:25][CH2:26]3)[S:8][C:6]=2[N:7]=1 |f:1.2,3.4,6.7|. Procedure details: Scheme 7 shows the synthesis of 4-(2-chloro-6-((4-(methylsulfonyl)piperazin-1-yl)methyl)thieno[2,3-d]pyrimidin-4-yl)morpholine 20 by formylation of 4-(2-chlorothieno[2,3-d]pyrimidin-4-yl)morpholine 18 in THF at −78° C. with n-BuLi in hexanes (1.2 equiv.). The resulting slurry was allowed to warm up to −60° C., cooled to −78° C. and DMF (1.5 equiv.) was added slowly to afford 2-chloro-4-morpholinothieno[2,3-d]pyrimidine-6-carbaldehyde 19. To a suspension of 19, 4-(methylsulfonyl)piperazin-1-ium c...